This data is from the Open Reaction Database (ORD), a public repository of structured organic reaction records. The task is: describe an organic reaction: reactants, conditions, products, and yield Starting materials: CC#N, N#CCCl, Fc1ccc2c(N3CCNCC3)n[nH]c2c1, [Na+], O=C([O-])O, O. Yields the product N#CCN1CCN(c2n[nH]c3cc(F)ccc23)CC1. RXN SMILES: [CH3:26][C:27]#[N:28].[Cl:22][CH2:23][C:24]#[N:25].[F:1][c:2]1[cH:3][cH:4][c:5]2[c:6]([N:11]3[CH2:12][CH2:13][NH:14][CH2:15][CH2:16]3)[n:7][nH:8][c:9]2[cH:10]1.[Na+:21].[O-:17][C:18]([OH:19])=[O:20].[OH2:29]>>[F:1][c:2]1[cH:3][cH:4][c:5]2[c:6]([N:11]3[CH2:12][CH2:13][N:14]([CH2:23][C:24]#[N:25])[CH2:15][CH2:16]3)[n:7][nH:8][c:9]2[cH:10]1.